This data is from the Open Reaction Database (ORD), a public repository of structured organic reaction records. The task is: describe an organic reaction: reactants, conditions, products, and yield Isolated yield 29.1%. RXN SMILES: [Cl:1][C:2]1[CH:7]=[C:6]([C:8]([F:11])([F:10])[F:9])[CH:5]=[C:4]([Cl:12])[C:3]=1[N:13]1[C:17]([NH2:18])=[C:16]([S:19][C:20]([F:23])([F:22])[F:21])[N:15]=[CH:14]1.S(Cl)([Cl:27])(=O)=O>C(Cl)Cl>[Cl:1][C:2]1[CH:7]=[C:6]([C:8]([F:11])([F:10])[F:9])[CH:5]=[C:4]([Cl:12])[C:3]=1[N:13]1[C:17]([NH2:18])=[C:16]([S:19][C:20]([F:23])([F:22])[F:21])[N:15]=[C:14]1[Cl:27]. Run at time 5 day. Solvent: C(Cl)Cl (methylene chloride). Starting materials: ClC1=C(C(=CC(=C1)C(F)(F)F)Cl)N1C=NC(=C1N)SC(F)(F)F (1-(2,6-dichloro-4-trifluoromethylphenyl)-5-amino-4-trifluoromethylsulfenylimidazole), S(=O)(=O)(Cl)Cl (sulfuryl chloride). Product: ClC1=C(C(=CC(=C1)C(F)(F)F)Cl)N1C(=NC(=C1N)SC(F)(F)F)Cl (1-(2,6-dichloro-4-trifluoromethylphenyl)-5-amino-2-chloro-4-trifluoromethylsulfenylimidazole). Procedure: To a solution of 6.0 g (15.15 mmole) of 1-(2,6-dichloro-4-trifluoromethylphenyl)-5-amino-4-trifluoromethylsulfenylimidazole in 100 ml of methylene chloride was added 1.70 ml (18.18 mmole) of sulfuryl chloride at 0° C. The resulting mixture was stirred at RT for 5 days under a nitrogen atmosphere. The mixture was quenched with water, then partitioned between methylene chloride and aqueous sodium bicarbonate. The organic layer was dried over anhydrous sodium sulfate and the solvent was removed. Th... Starting materials: Aldehyde, OCCNC(C(F)(F)F)=O (N-(2-hydroxyethyl)-2,2,2-trifluoroacetamide), C1CCOC1 (THF), C1(=CC=C(C=C1)S(=O)(=O)O)C (p-Toluenesulphonic acid). Reaction conditions: time 8 hour. Yields the product C(C)(=O)OCC.CCCCCC (ethyl acetate hexane). Yield: 48.0%. As a reaction SMILES: OCCN[C:5](=[O:10])[C:6](F)(F)F.[C:11]1(C)[CH:16]=[CH:15][C:14](S(O)(=O)=O)=[CH:13][CH:12]=1.C1C[O:25][CH2:24][CH2:23]1>>[C:24]([O:10][CH2:5][CH3:6])(=[O:25])[CH3:23].[CH3:15][CH2:16][CH2:11][CH2:12][CH2:13][CH3:14] |f:3.4|. Procedure details: Aldehyde 6 (2 g, 6.4 mmol, 1 equiv) and N-(2-hydroxyethyl)-2,2,2-trifluoroacetamide (7.37 g, 44.8 mmol, 7 equiv) were dissolved in dry THF (30 mL) followed by addition of p-Toluenesulphonic acid (0.21 g, 1.24 mmol, 0.16 equiv) and 5 Å molecular sieves (30 g). The reaction mixture was stirred overnight and quenched with triethylamine the next day. Molecular sieves from the reaction mixture were removed by filtering with a buckner funnel. A 150 mL portion of water was added to the filtrate and the... Reactants: ICCCS(=O)(=O)NCC(COC(NCCCCCCCCCCCCCCCCCC)=O)COC (3-(3-iodopropylsulfonylamino)-2-methoxymethyl-1-octadecylcarbamoyloxypropane), C(C)(=O)Cl (acetyl chloride), C(C)(C)N(C(C)C)CC (N,N-diisopropylethylamine), C(C)(=O)N(CC(COCCCCCCCCCCCCCCCC)COC)S(=O)(=O)CCCI (3-(N-acetyl-3-iodopropylsulfonylamino)-1-hexadecyloxy-2-methoxymethylpropane). Yields the product C(C)(=O)N(CC(COC(NCCCCCCCCCCCCCCCCCC)=O)COC)S(=O)(=O)CCCI (3-(N-acetyl-3-iodopropylsulfonylamino)-2-methoxymethyl-1-octadecylcarbamoyloxypropane). Yield: 85.0%. RXN SMILES: [I:1][CH2:2][CH2:3][CH2:4][S:5]([NH:8][CH2:9][CH:10]([CH2:34][O:35][CH3:36])[CH2:11][O:12][C:13](=[O:33])[NH:14][CH2:15][CH2:16][CH2:17][CH2:18][CH2:19][CH2:20][CH2:21][CH2:22][CH2:23][CH2:24][CH2:25][CH2:26][CH2:27][CH2:28][CH2:29][CH2:30][CH2:31][CH3:32])(=[O:7])=[O:6].[C:37](Cl)(=[O:39])[CH3:38].C(N(CC)C(C)C)(C)C.C(N(S(CCCI)(=O)=O)CC(COC)COCCCCCCCCCCCCCCCC)(=O)C>>[C:37]([N:8]([S:5]([CH2:4][CH2:3][CH2:2][I:1])(=[O:7])=[O:6])[CH2:9][CH:10]([CH2:34][O:35][CH3:36])[CH2:11][O:12][C:13](=[O:33])[NH:14][CH2:15][CH2:16][CH2:17][CH2:18][CH2:19][CH2:20][CH2:21][CH2:22][CH2:23][CH2:24][CH2:25][CH2:26][CH2:27][CH2:28][CH2:29][CH2:30][CH2:31][CH3:32])(=[O:39])[CH3:38]. Procedure details: A mixture of 0.72 g (1.1 mM) of 3-(3-iodopropylsulfonylamino)-2-methoxymethyl-1-octadecylcarbamoyloxypropane IIk2, 88 μl (1.2 mM) of acetyl chloride and 0.25 ml (1.4 mM) of N,N-diisopropylethylamine is allowed to react by the same procedure as described in (110) and 0.65 g (85% yield) of the title compound IIk2' is obtained. m.p. 71°-72° C. Starting materials: CC(=O)Nc1ccc(NC(=O)OCC(F)(F)F)cn1, CS(C)=O, CCN(C(C)C)C(C)C, Fc1ccc(-c2csc(C3CCNCC3)n2)cc1, O. The product is CC(=O)Nc1ccc(NC(=O)N2CCC(c3nc(-c4ccc(F)cc4)cs3)CC2)cn1. Reaction SMILES: [C:1]([CH3:2])(=[O:3])[NH:4][c:5]1[cH:6][cH:7][c:8]([NH:11][C:12]([O:13][CH2:14][C:15]([F:16])([F:17])[F:18])=[O:19])[cH:9][n:10]1.[CH3:48][S:49]([CH3:50])=[O:51].[CH:38]([N:39]([CH:40]([CH3:41])[CH3:42])[CH2:43][CH3:44])([CH3:45])[CH3:46].[F:20][c:21]1[cH:22][cH:23][c:24](-[c:27]2[n:28][c:29]([CH:32]3[CH2:33][CH2:34][NH:35][CH2:36][CH2:37]3)[s:30][cH:31]2)[cH:25][cH:26]1.[OH2:47]>>[C:1]([CH3:2])(=[O:3])[NH:4][c:5]1[cH:6][cH:7][c:8]([NH:11][C:12](=[O:19])[N:35]2[CH2:34][CH2:33][CH:32]([c:29]3[n:28][c:27](-[c:24]4[cH:23][cH:22][c:21]([F:20])[cH:26][cH:25]4)[cH:31][s:30]3)[CH2:37][CH2:36]2)[cH:9][n:10]1. Starting materials: [OH-].[K+] (potassium hydroxide), Cl.Cl.FC1=CC(=C(C=C1F)N)N (4,5-difluoro-o-phenylenediamine dihydrochloride), C(C)(=O)O (acetic acid), CCOC(=S)[S-].[K+] (potassium ethyl xanthogenate). Run in O (water), O (water), C(C)(C)O (isopropanol). Yields the product FC1=CC2=C(N=C(N2)S)C=C1F (5,6-difluoro-2-benzimidazolethiol). RXN SMILES: Cl.Cl.[F:3][C:4]1[C:9]([F:10])=[CH:8][C:7]([NH2:11])=[C:6]([NH2:12])[CH:5]=1.[OH-].[K+].CCO[C:18]([S-])=[S:19].[K+].C(O)(=O)C>C(O)(C)C.O>[F:3][C:4]1[C:9]([F:10])=[CH:8][C:7]2[N:11]=[C:18]([SH:19])[NH:12][C:6]=2[CH:5]=1 |f:0.1.2,3.4,5.6|. Procedure details: 40.7 g of 4,5-difluoro-o-phenylenediamine dihydrochloride were suspended in 655 ml of isopropanol. A solution of 22.5 g of potassium hydroxide in 250 ml of water was added dropwise thereto while stirring and the mixture was treated with 39.7 g of potassium ethyl xanthogenate, whereupon the solution was boiled at reflux overnight, then diluted with 300 ml of water and made neutral with glacial acetic acid. The resulting suspension was stirred at 60°-70° for an additional hour. The isopropanol was... The reactants are C[C@@]12CCC[C@H]1[C@@H]1CC[C@H]3CC(CC[C@]3(C)[C@H]1CC2)=O (5α-androstan-3-one), [Li]C (MeLi), C1CCOC1 (THF), crude product. Run in C(Cl)Cl (CH2Cl2). Conditions: temperature -70 celsius, time 0.5 hour. Product: O[C@]1(C[C@@H]2CC[C@H]3[C@@H]4CC[C@@H]([C@@]4(C)CC[C@@H]3[C@]2(CC1)C)OCC#C)C (3α-hydroxy-3β-methyl-17β-(2-propynyloxy)-5α-androstane). As a reaction SMILES: [CH3:1][C@:2]12[CH2:19][CH2:18][C@H:17]3[C@@H:7]([CH2:8][CH2:9][C@@H:10]4[C@:15]3([CH3:16])[CH2:14][CH2:13][C:12](=[O:20])[CH2:11]4)[C@@H:6]1[CH2:5][CH2:4][CH2:3]2.[Li][CH3:22].[CH2:23]1C[O:26][CH2:25][CH2:24]1>C(Cl)Cl>[OH:20][C@:12]1([CH3:22])[CH2:13][CH2:14][C@@:15]2([CH3:16])[C@@H:10]([CH2:9][CH2:8][C@@H:7]3[C@@H:17]2[CH2:18][CH2:19][C@@:2]2([CH3:1])[C@H:6]3[CH2:5][CH2:4][C@@H:3]2[O:26][CH2:25][C:24]#[CH:23])[CH2:11]1. Reported procedure: A solution of 17β-propynyloxy)-5α-androstan-3-one (230 mg, 0.7 mmol) in dry THF (20 mL) was treated with MeLi (5 mL, 1M in THF, 5 mmol) at −70° C. After stirring the mixture at −70° C. for 0.5 hr, the cooling bath was removed and it was warmed to 10° C. The mixture was then quenched with NH4Cl solution (5 mL). The solvents were removed and the residue was extracted with EtOAc. The organic layer was washed with water, and brine. After drying over anhyd. MgSO4 the solution was filtered and evapora... Reactants: C(C)(=O)C1=CC=CC=C1 (acetophenone), Cl.C1(=CC=CC=C1)CCC=1C=C(C=CC1)C(C)=NO (3-(2-phenylethyl)-phenyl-ethanone oxime hydrochloride), CN1CCN(CC1)C/C(=N/O)/C1=CC(=CC=C1)CCC1=CC=CC=C1 ((E)-2-(4-methylpiperazin-1-yl)-1-(3-(2-phenylethyl)-phenyl)-ethanone oxime). Yields the product CN1CCN(CC1)CC(=NO)C1=CC(=CC=C1)CCC1=CC=CC=C1 (2-(4-Methylpiperazin-1-yl)-1-(3-(2-phenylethyl)phenyl)-ethanone oxime). RXN SMILES: C(C1C=CC=CC=1)(=O)C.Cl.C1(CCC2C=C(C(=NO)C)C=CC=2)C=CC=CC=1.[CH3:29][N:30]1[CH2:35][CH2:34][N:33]([CH2:36]/[C:37](/[C:40]2[CH:45]=[CH:44][CH:43]=[C:42]([CH2:46][CH2:47][C:48]3[CH:53]=[CH:52][CH:51]=[CH:50][CH:49]=3)[CH:41]=2)=[N:38]/[OH:39])[CH2:32][CH2:31]1>>[CH3:29][N:30]1[CH2:35][CH2:34][N:33]([CH2:36][C:37]([C:40]2[CH:45]=[CH:44][CH:43]=[C:42]([CH2:46][CH2:47][C:48]3[CH:49]=[CH:50][CH:51]=[CH:52][CH:53]=3)[CH:41]=2)=[N:38][OH:39])[CH2:32][CH2:31]1 |f:1.2|. Reported procedure: A Grignard compound synthesized from 1.0 g of magnesium and 10.0 g of 3-(2-phenylethyl)-bromobenzene in 30 ml of tetrahydrofuran was dropped at -60° C. under stirring for 3 min into 7.6 g of anhydrous acetic acid dissolved in 20 ml of tetrahydrofuran in a nitrogen atmosphere and stirred for further one hour. Then, the reaction solution was poured into a mixture of ice and an aqueous saturated solution of ammonium chloride and extracted with toluene. After separating the solution, it was washed w...